Dataset: the Open Reaction Database (ORD), a public repository of structured organic reaction records. Task: describe an organic reaction: reactants, conditions, products, and yield The reactants are COc1cc2c(cc1[N+](=O)[O-])CCN(CC(F)(F)F)CC2, CO, NN, O, [Pd]. The product is COc1cc2c(cc1N)CCN(CC(F)(F)F)CC2. As a reaction SMILES: [CH3:1][O:2][c:3]1[cH:4][c:5]2[c:6]([cH:17][c:18]1[N+:19]([O-:20])=[O:21])[CH2:7][CH2:8][N:9]([CH2:12][C:13]([F:14])([F:15])[F:16])[CH2:10][CH2:11]2.[CH3:25][OH:26].[NH2:23][NH2:24].[OH2:22].[Pd:27]>>[CH3:1][O:2][c:3]1[cH:4][c:5]2[c:6]([cH:17][c:18]1[NH2:19])[CH2:7][CH2:8][N:9]([CH2:12][C:13]([F:14])([F:15])[F:16])[CH2:10][CH2:11]2. Procedure details: 9-chloro-1-(3-(trifluoromethyl)phenyl)pyrimidino[5,4-c][1,5]naphthyridine-2,4(1H,3H)-dione (300 mg, 0.77 mmol), 5-(4,4,5,5-tetramethyl-1,3,2-dioxaborolan-2-yl)pyrimidin-2-amine (170 mg, 0.77 mmol), potassium carbonate (317 mg, 2.3 mmol) and tetrakis(triphenylphosphine)palladium (45 mg, 0.04 mmol) were added to 40 mL dioxane and 2 mL water. The resulting mixture was reacted under reflux in the nitrogen protection for 18 hrs, cooled to room temperature, and concentrated. 400 mL water was added. Th... Reactants: ClC1=NC=2C3=C(C=NC2C=C1)C(NC(N3C3=CC(=CC=C3)C(F)(F)F)=O)=O (9-chloro-1-(3-(trifluoromethyl)phenyl)pyrimidino[5,4-c][1,5]naphthyridine-2,4(1H,3H)-dione), CC1(OB(OC1(C)C)C=1C=NC(=NC1)N)C (5-(4,4,5,5-tetramethyl-1,3,2-dioxaborolan-2-yl)pyrimidin-2-amine), C([O-])([O-])=O.[K+].[K+] (potassium carbonate), O1CCOCC1 (dioxane). RXN SMILES: Cl[C:2]1[CH:11]=[CH:10][C:9]2[N:8]=[CH:7][C:6]3[C:12](=[O:27])[NH:13][C:14](=[O:26])[N:15]([C:16]4[CH:21]=[CH:20][CH:19]=[C:18]([C:22]([F:25])([F:24])[F:23])[CH:17]=4)[C:5]=3[C:4]=2[N:3]=1.CC1(C)C(C)(C)OB([C:36]2[CH:37]=[N:38][C:39]([NH2:42])=[N:40][CH:41]=2)O1.C(=O)([O-])[O-].[K+].[K+].O1CCOCC1>Cl.C1C=CC([P]([Pd]([P](C2C=CC=CC=2)(C2C=CC=CC=2)C2C=CC=CC=2)([P](C2C=CC=CC=2)(C2C=CC=CC=2)C2C=CC=CC=2)[P](C2C=CC=CC=2)(C2C=CC=CC=2)C2C=CC=CC=2)(C2C=CC=CC=2)C2C=CC=CC=2)=CC=1.O>[NH2:42][C:39]1[N:40]=[CH:41][C:36]([C:2]2[CH:11]=[CH:10][C:9]3[N:8]=[CH:7][C:6]4[C:12](=[O:27])[NH:13][C:14](=[O:26])[N:15]([C:16]5[CH:21]=[CH:20][CH:19]=[C:18]([C:22]([F:25])([F:24])[F:23])[CH:17]=5)[C:5]=4[C:4]=3[N:3]=2)=[CH:37][N:38]=1 |f:2.3.4,^1:60,62,81,100|. Reagents/catalysts: C=1C=CC(=CC1)[P](C=2C=CC=CC2)(C=3C=CC=CC3)[Pd]([P](C=4C=CC=CC4)(C=5C=CC=CC5)C=6C=CC=CC6)([P](C=7C=CC=CC7)(C=8C=CC=CC8)C=9C=CC=CC9)[P](C=1C=CC=CC1)(C=1C=CC=CC1)C=1C=CC=CC1 (tetrakis(triphenylphosphine)palladium). Run in O (water), Cl (hydrochloric acid). The product is NC1=NC=C(C=N1)C1=NC=2C3=C(C=NC2C=C1)C(NC(N3C3=CC(=CC=C3)C(F)(F)F)=O)=O (9-(2-aminopyrimidin-5-yl)-1-(3-(trifluoromethyl)phenyl)pyrimidino[5,4-c][1,5]naphthyridine-2,4(1H,3H)-dione). Isolated yield 46.0%. The reactants are Cl.CN(C)CC(=O)Cl (N,N-Dimethylaminoacetyl chloride hydrochloride), Cl.Cl.ClC=1C(=C(C=CC1)NC1=NC=NC2=CC(=C(C=C12)OC)OC1CCNCC1)F (N-(3-chloro-2-fluorophenyl)-6-methoxy-7-(piperidin-4-yloxy)quinazolin-4-amine dihydrochloride), C(C)(C)N(CC)C(C)C (diisopropylethylamine). Run in C(Cl)Cl (methylene chloride). Yields the product ClC=1C(=C(C=CC1)NC1=NC=NC2=CC(=C(C=C12)OC)OC1CCN(CC1)C(CN(C)C)=O)F (N-(3-Chloro-2-fluorophenyl)-7-({1-[(dimethylamino)acetyl]piperidin-4-yl}oxy)-6-methoxyquinazolin-4-amine). Yield: 44.9%. RXN SMILES: Cl.[CH3:2][N:3]([CH2:5][C:6](Cl)=[O:7])[CH3:4].Cl.Cl.[Cl:11][C:12]1[C:13]([F:38])=[C:14]([NH:18][C:19]2[C:28]3[C:23](=[CH:24][C:25]([O:31][CH:32]4[CH2:37][CH2:36][NH:35][CH2:34][CH2:33]4)=[C:26]([O:29][CH3:30])[CH:27]=3)[N:22]=[CH:21][N:20]=2)[CH:15]=[CH:16][CH:17]=1.C(N(C(C)C)CC)(C)C>C(Cl)Cl>[Cl:11][C:12]1[C:13]([F:38])=[C:14]([NH:18][C:19]2[C:28]3[C:23](=[CH:24][C:25]([O:31][CH:32]4[CH2:37][CH2:36][N:35]([C:6](=[O:7])[CH2:5][N:3]([CH3:4])[CH3:2])[CH2:34][CH2:33]4)=[C:26]([O:29][CH3:30])[CH:27]=3)[N:22]=[CH:21][N:20]=2)[CH:15]=[CH:16][CH:17]=1 |f:0.1,2.3.4|. Reported procedure: N,N-Dimethylaminoacetyl chloride hydrochloride (100 mg) was added portionwise to a stirred solution of N-(3-chloro-2-fluorophenyl)-6-methoxy-7-(piperidin-4-yloxy)quinazolin-4-amine dihydrochloride (250 mg, 0.57 mmol) and diisopropylethylamine (300 μl) in methylene chloride (25 ml) at 0° C. The reaction mixture was allowed to stir for 2 hours to room temperature. The reaction mixture was washed with saturated sodium bicarbonate solution (25 ml), dried (MgSO4), filtered and evaporated. The residue...